Dataset: the Open Reaction Database (ORD), a public repository of structured organic reaction records. Task: describe an organic reaction: reactants, conditions, products, and yield The reactants are CN1CCCNC1=O, [Cl-], COC(=O)c1ccc(CCC(C=Cc2ccccc2OCCCCCCl)Cc2ccc(C(=O)OC)cc2)cc1, [H-], [I-], [K+], [NH4+], [Na+], CN(C)C=O. The product is COC(=O)c1ccc(CCC(C=Cc2ccccc2OCCCCCN2CCCN(C)C2=O)Cc2ccc(C(=O)OC)cc2)cc1. As a reaction SMILES: [CH3:1][N:2]1[C:3](=[O:8])[NH:4][CH2:5][CH2:6][CH2:7]1.[Cl-:52].[Cl:11][CH2:12][CH2:13][CH2:14][CH2:15][CH2:16][O:17][c:18]1[c:19]([CH:24]=[CH:25][CH:26]([CH2:27][CH2:28][c:29]2[cH:30][cH:31][c:32]([C:33](=[O:34])[O:35][CH3:36])[cH:37][cH:38]2)[CH2:39][c:40]2[cH:41][cH:42][c:43]([C:46](=[O:47])[O:48][CH3:49])[cH:44][cH:45]2)[cH:20][cH:21][cH:22][cH:23]1.[H-:9].[I-:51].[K+:50].[NH4+:53].[Na+:10].[O:54]=[CH:55][N:56]([CH3:57])[CH3:58]>>[CH3:1][N:2]1[C:3](=[O:8])[N:4]([CH2:12][CH2:13][CH2:14][CH2:15][CH2:16][O:17][c:18]2[c:19]([CH:24]=[CH:25][CH:26]([CH2:27][CH2:28][c:29]3[cH:30][cH:31][c:32]([C:33](=[O:34])[O:35][CH3:36])[cH:37][cH:38]3)[CH2:39][c:40]3[cH:41][cH:42][c:43]([C:46](=[O:47])[O:48][CH3:49])[cH:44][cH:45]3)[cH:20][cH:21][cH:22][cH:23]2)[CH2:5][CH2:6][CH2:7]1. The reactants are ClCCl, O=CO, CC(C)(CCOc1ccc(Cl)cc1Cl)C(=CCl)Oc1ccc(Cl)cc1Cl, Cl. The product is CC(=O)C(C)(C)CCOc1ccc(Cl)cc1Cl. As a reaction SMILES: [CH2:31]([Cl:32])[Cl:33].[CH:27]([OH:28])=[O:29].[Cl:1][CH:2]=[C:3]([C:4]([CH2:5][CH2:6][O:7][c:8]1[c:9]([Cl:15])[cH:10][c:11]([Cl:14])[cH:12][cH:13]1)([CH3:16])[CH3:17])[O:18][c:19]1[cH:20][cH:21][c:22]([Cl:23])[cH:24][c:25]1[Cl:26].[ClH:30]>>[CH3:2][C:3]([C:4]([CH2:5][CH2:6][O:7][c:8]1[c:9]([Cl:15])[cH:10][c:11]([Cl:14])[cH:12][cH:13]1)([CH3:16])[CH3:17])=[O:18]. Starting materials: CCC1(c2cc(O)cc(F)c2)COC(C)(C)O1, BrCC=Cc1ccccc1. Yields the product CCC1(c2cc(F)cc(OCC=Cc3ccccc3)c2)COC(C)(C)O1. Reaction SMILES: [CH2:11]([CH3:12])[C:13]1([c:20]2[cH:21][c:22]([OH:27])[cH:23][c:24]([F:26])[cH:25]2)[O:14][C:15]([CH3:18])([CH3:19])[O:16][CH2:17]1.[CH2:1]([CH:2]=[CH:3][c:4]1[cH:5][cH:6][cH:7][cH:8][cH:9]1)[Br:10]>>[CH2:1]([CH:2]=[CH:3][c:4]1[cH:5][cH:6][cH:7][cH:8][cH:9]1)[O:27][c:22]1[cH:21][c:20]([C:13]2([CH2:11][CH3:12])[O:14][C:15]([CH3:18])([CH3:19])[O:16][CH2:17]2)[cH:25][c:24]([F:26])[cH:23]1.